From a dataset of the Open Reaction Database (ORD), a public repository of structured organic reaction records. describe an organic reaction: reactants, conditions, products, and yield Reactants: [OH-].[K+] (potassium hydroxide), ClC=1C=CC(=C(C1)CCCC#N)OCCC1=CC=CC=C1 (4-[5-chloro-2-(2-phenylethoxy)phenyl]butyronitrile), C(C)O (ethanol). Product: ClC=1C=CC(=C(C1)CCCC(=O)O)OCCC1=CC=CC=C1 (4-[5-chloro-2-(2-phenylethoxy)phenyl]butyric acid). As a reaction SMILES: [OH-:1].[K+].[Cl:3][C:4]1[CH:5]=[CH:6][C:7]([O:15][CH2:16][CH2:17][C:18]2[CH:23]=[CH:22][CH:21]=[CH:20][CH:19]=2)=[C:8]([CH2:10][CH2:11]CC#N)[CH:9]=1.[CH2:24]([OH:26])[CH3:25]>>[Cl:3][C:4]1[CH:5]=[CH:6][C:7]([O:15][CH2:16][CH2:17][C:18]2[CH:23]=[CH:22][CH:21]=[CH:20][CH:19]=2)=[C:8]([CH2:10][CH2:11][CH2:25][C:24]([OH:1])=[O:26])[CH:9]=1 |f:0.1|. Reported procedure: 15 ml of a 20% (w/v) aqueous solution of potassium hydroxide was added to a solution of 1.53 g of the crude 4-[5-chloro-2-(2-phenylethoxy)phenyl]butyronitrile in 15 ml of ethanol and the resulting mixture was heated under reflux for 17 hours. After evaporation of the ethanol under reduced pressure, conc. hydrochloric acid was added dropwise to the reaction mixture until it became acidic. Then the reaction mixture was extracted with ethyl acetate and dried over anhydrous magnesium sulfate. After ...